Dataset: the Open Reaction Database (ORD), a public repository of structured organic reaction records. Task: describe an organic reaction: reactants, conditions, products, and yield Reactants: CC1(C23CC4CC2CC(Cn2cncn2)(C4)C3)OCCO1, CC(C)=O, Cc1ccc(S(=O)(=O)O)cc1. The product is CC(=O)C12CC3CC1CC(Cn1cncn1)(C3)C2. As a reaction SMILES: [CH3:1][C:2]1([C:7]23[CH2:8][C:9]4([CH2:16][n:17]5[n:18][cH:19][n:20][cH:21]5)[CH2:10][CH:11]2[CH2:12][CH:13]([CH2:14]3)[CH2:15]4)[O:3][CH2:6][CH2:5][O:4]1.[CH3:33][C:34](=[O:35])[CH3:36].[c:22]1([CH3:23])[cH:24][cH:25][c:26]([S:27]([OH:28])(=[O:29])=[O:30])[cH:31][cH:32]1>>[CH3:1][C:2](=[O:3])[C:7]12[CH2:8][C:9]3([CH2:16][n:17]4[n:18][cH:19][n:20][cH:21]4)[CH2:10][CH:11]1[CH2:12][CH:13]([CH2:14]2)[CH2:15]3. As a reaction SMILES: [CH:1]1([C:4]2[CH:8]=[C:7]([CH:9]3[CH2:11][CH2:10]3)[O:6][N:5]=2)[CH2:3][CH2:2]1.C1C(=O)N([Br:19])C(=O)C1>C(Cl)Cl>[Br:19][C:8]1[C:4]([CH:1]2[CH2:3][CH2:2]2)=[N:5][O:6][C:7]=1[CH:9]1[CH2:11][CH2:10]1. Procedure details: 3,5-Dicyclopropylisoxazole (70.0 mg, 0.469 mmol) was treated with NBS (167.0 mg, 0.938 mmol, equiv) in CH2Cl2 at room temperature for 12 h. The solvent was removed under a reduced pressure and the residue was directly loaded onto a silica gel column chromatography (hexane EtOAc 87:13) to give 4-bromo-3,5-dicyclopropylisoxazole. Run in C(Cl)Cl (CH2Cl2). The reactants are C1(CC1)C1=NOC(=C1)C1CC1 (3,5-Dicyclopropylisoxazole), C1CC(=O)N(C1=O)Br (NBS). Product: BrC=1C(=NOC1C1CC1)C1CC1 (4-bromo-3,5-dicyclopropylisoxazole). Reactants: CCOC(=O)OCC, CC(=O)O, C1CCOC1, C1CCOC1, COc1ccc2c(c1)CCCC2=O, CCOCC, [H-], [H-], [Na+], [Na+]. RXN SMILES: [C:3]([O:4][CH2:5][CH3:6])([O:7][CH2:8][CH3:9])=[O:10].[C:41]([OH:42])(=[O:43])[CH3:44].[CH2:13]1[O:14][CH2:15][CH2:16][CH2:17]1.[CH2:31]1[O:32][CH2:33][CH2:34][CH2:35]1.[CH3:18][O:19][c:20]1[cH:21][c:22]2[c:27]([cH:28][cH:29]1)[C:26](=[O:30])[CH2:25][CH2:24][CH2:23]2.[CH3:36][CH2:37][O:38][CH2:39][CH3:40].[H-:12].[H-:2].[Na+:11].[Na+:1]>>[C:3]([O:7][CH2:8][CH3:9])(=[O:10])[CH:25]1[CH2:24][CH2:23][c:22]2[cH:21][c:20]([O:19][CH3:18])[cH:29][cH:28][c:27]2[C:26]1=[O:30]. Yields the product CCOC(=O)C1CCc2cc(OC)ccc2C1=O. Reactants: N1=C(N)N=C(N)N=C1N (melamine), aqueous solution, COC(C=O)OC (dimethoxyethanal), [OH-].[Na+] (sodium hydroxide). Reaction conditions: temperature 52.5 celsius, time 2 hour. The product is N1=C(N)N=C(N)N=C1N.COC(C=O)OC (Melamine Dimethoxyethanal). As a reaction SMILES: [N:1]1[C:8]([NH2:9])=[N:7][C:5]([NH2:6])=[N:4][C:2]=1[NH2:3].[CH3:10][O:11][CH:12]([O:15][CH3:16])[CH:13]=[O:14].[OH-].[Na+]>>[N:1]1[C:8]([NH2:9])=[N:7][C:5]([NH2:6])=[N:4][C:2]=1[NH2:3].[CH3:10][O:11][CH:12]([O:15][CH3:16])[CH:13]=[O:14] |f:2.3,4.5|. Reported procedure: 200 g of melamine (1.59 mol) were added to 580 g of a 60% aqueous solution of dimethoxyethanal (3.35 mol). This mixture was heated under stirring for 2 h at 50-55° C. while maintaining the pH close to 9-9.5 with adjustment, if necessary, with as much 20% sodium hydroxide as was required (about 7 g). Starting materials: CCO, CCOC(=O)C(C)(NC(=O)c1cccc(Cl)c1)c1ccc(C)cc1, [K+], [OH-], O. Yields the product Cc1ccc(C(C)(NC(=O)c2cccc(Cl)c2)C(=O)O)cc1. Reaction SMILES: [CH3:27][CH2:28][OH:29].[Cl:3][c:4]1[cH:5][c:6]([C:7](=[O:8])[NH:9][C:10]([C:11](=[O:12])[O:13][CH2:14][CH3:15])([CH3:16])[c:17]2[cH:18][cH:19][c:20]([CH3:23])[cH:21][cH:22]2)[cH:24][cH:25][cH:26]1.[K+:2].[OH-:1].[OH2:30]>>[Cl:3][c:4]1[cH:5][c:6]([C:7](=[O:8])[NH:9][C:10]([C:11](=[O:12])[OH:13])([CH3:16])[c:17]2[cH:18][cH:19][c:20]([CH3:23])[cH:21][cH:22]2)[cH:24][cH:25][cH:26]1.